From a dataset of the Open Reaction Database (ORD), a public repository of structured organic reaction records. describe an organic reaction: reactants, conditions, products, and yield Yields the product COC(=O)CC(c1ccc(O)cc1)C1CC1. The reactants are CO, CCOC(C)=O, O=C(O)CC(c1ccc(O)cc1)C1CC1, O=S(=O)(O)O. As a reaction SMILES: [CH3:21][OH:22].[CH3:23][CH2:24][O:25][C:26]([CH3:27])=[O:28].[CH:1]1([CH:4]([CH2:5][C:6](=[O:7])[OH:8])[c:9]2[cH:10][cH:11][c:12]([OH:15])[cH:13][cH:14]2)[CH2:2][CH2:3]1.[S:16](=[O:17])(=[O:18])([OH:19])[OH:20]>>[CH:1]1([CH:4]([CH2:5][C:6](=[O:7])[O:8][CH3:21])[c:9]2[cH:10][cH:11][c:12]([OH:15])[cH:13][cH:14]2)[CH2:2][CH2:3]1.